From a dataset of the Open Reaction Database (ORD), a public repository of structured organic reaction records. describe an organic reaction: reactants, conditions, products, and yield The reactants are BrBr (bromine), BrBr (bromine), ClCC(C(COC1=CC=C(C=C1)C1=CC=C(C=C1)Cl)=O)(C)C (4-chloro-1-[4-(4-chlorophenyl)-phenoxy]-3,3-dimethyl-butan-2-one). The solvent is C(Cl)(Cl)(Cl)Cl (carbon tetrachloride). Conditions: time 30 minute. Product: BrC(C(C(CCl)(C)C)=O)OC1=CC=C(C=C1)C1=CC=C(C=C1)Cl (1-bromo-4-chloro-1-[4-(4-chlorophenyl)-phenoxy]3,3-dimethyl-butan-2-one). RXN SMILES: [Cl:1][CH2:2][C:3]([CH3:22])([CH3:21])[C:4](=[O:20])[CH2:5][O:6][C:7]1[CH:12]=[CH:11][C:10]([C:13]2[CH:18]=[CH:17][C:16]([Cl:19])=[CH:15][CH:14]=2)=[CH:9][CH:8]=1.[Br:23]Br>C(Cl)(Cl)(Cl)Cl>[Br:23][CH:5]([O:6][C:7]1[CH:12]=[CH:11][C:10]([C:13]2[CH:14]=[CH:15][C:16]([Cl:19])=[CH:17][CH:18]=2)=[CH:9][CH:8]=1)[C:4](=[O:20])[C:3]([CH3:22])([CH3:21])[CH2:2][Cl:1]. Procedure details: 33.7 g (0.1 mol) of 4-chloro-1-[4-(4-chlorophenyl)-phenoxy]-3,3-dimethyl-butan-2-one were dissolved in 250 ml of carbon tetrachloride. 5.1 ml (0.1 mol) of bromine were added dropwise at room temperature at a rate such that the bromine was steadily consumed. The mixture was then stirred for 30 minutes at room temperature. After distilling off the solvent in vacuo, crude 1-bromo-4-chloro-1-[4-(4-chlorophenyl)-phenoxy]3,3-dimethyl-butan-2-one was obtained in quantitative yield and was directly reac... Starting materials: CC(=C)N1C(=C(C=2C1=NC=CC2)C2=CC=C(C=C2)F)C (1-(1-methyleth-1-enyl)-3-(4-fluorophenyl)-2methyl-1H-pyrrolo[2,3-b]pyridine), C(C)O (ethanol), [H][H] (Hydrogen). The reagents and catalysts are [Pd] (palladium on carbon). The solvent is C(C)(=O)OCC (Ethyl acetate). Conditions: time 16 hour. Product: C(C)(C)N1C(=C(C=2C1=NC=CC2)C2=CC=C(C=C2)F)C (1-isopropyl-2-methyl-3-(4-fluorophenyl)-1H-pyrrolo[2,3-b]pyridine). RXN SMILES: [CH3:1][C:2]([N:4]1[C:8]2=[N:9][CH:10]=[CH:11][CH:12]=[C:7]2[C:6]([C:13]2[CH:18]=[CH:17][C:16]([F:19])=[CH:15][CH:14]=2)=[C:5]1[CH3:20])=[CH2:3].C(O)C.[H][H]>[Pd].C(OCC)(=O)C>[CH:2]([N:4]1[C:8]2=[N:9][CH:10]=[CH:11][CH:12]=[C:7]2[C:6]([C:13]2[CH:14]=[CH:15][C:16]([F:19])=[CH:17][CH:18]=2)=[C:5]1[CH3:20])([CH3:3])[CH3:1]. Reported procedure: Into a parr vessel are placed 330 mg of the olefinic product of Step 4, above, 20 ml of 100% ethanol and 100 mg of 5% palladium on carbon. Hydrogen gas is added at 40 to 50 psi and held at R.T. for about 16 hrs. Ethyl acetate is then added, the mixture filtered through Celite® and then evaporated to dryness to give the title product of this step as a slightly yellowish gum, which solidified on standing to a light cream solid (mp 57°-68°). Reactants: ClC1=CC(N(C(N1CC1=CC=C(C=C1)C1=C(C=CC=C1)C1=NN=NN1C(C1=CC=CC=C1)(C1=CC=CC=C1)C1=CC=CC=C1)=O)CCC)=O (6-chloro-3-propyl-1-[[2'-(N-trityltetrazol-5-yl)biphenyl-4-yl]methyl]pyrimidine-2,4(1H,3H)-dione), CNCCCC (N-methylbutylamine). The solvent is C(C)O (ethanol). The product is CN(C1=CC(N(C(N1CC1=CC=C(C=C1)C1=C(C=CC=C1)C1=NN=NN1)=O)CCC)=O)CCCC (6-(N-Methylbutylamino)-3-propyl-1-[[2'-(1H-tetrazol-5-yl)biphenyl-4-yl]methyl]pyrimidine-2,4(1H,3H)-dione). The yield is 73.0%. RXN SMILES: Cl[C:2]1[N:7]([CH2:8][C:9]2[CH:14]=[CH:13][C:12]([C:15]3[CH:20]=[CH:19][CH:18]=[CH:17][C:16]=3[C:21]3[N:25](C(C4C=CC=CC=4)(C4C=CC=CC=4)C4C=CC=CC=4)[N:24]=[N:23][N:22]=3)=[CH:11][CH:10]=2)[C:6](=[O:45])[N:5]([CH2:46][CH2:47][CH3:48])[C:4](=[O:49])[CH:3]=1.[CH3:50][NH:51][CH2:52][CH2:53][CH2:54][CH3:55]>C(O)C>[CH3:50][N:51]([CH2:52][CH2:53][CH2:54][CH3:55])[C:2]1[N:7]([CH2:8][C:9]2[CH:14]=[CH:13][C:12]([C:15]3[CH:20]=[CH:19][CH:18]=[CH:17][C:16]=3[C:21]3[NH:22][N:23]=[N:24][N:25]=3)=[CH:11][CH:10]=2)[C:6](=[O:45])[N:5]([CH2:46][CH2:47][CH3:48])[C:4](=[O:49])[CH:3]=1. Procedure: A solution of 6-chloro-3-propyl-1-[[2'-(N-trityltetrazol-5-yl)biphenyl-4-yl]methyl]pyrimidine-2,4(1H,3H)-dione (0.5 g) and N-methylbutylamine (0.2 g) in ethanol (10 ml) was heated under reflux for 8 hours. The reaction mixture was concentrated to dryness and then the residue was extracted with methylene chloride-dilute hydrochloric acid. The organic layer was washed with water, and evaporated to dryness. The resulting residue was purified by column chromatography on silica gel to give pale yello... Starting materials: CCOC(C)=O, Cc1ccc(Cl)c(N2C(=O)C(=O)c3ccccc32)c1Cl, Cl, NO, c1ccncc1. Yields the product Cc1ccc(Cl)c(N2C(=O)C(=NO)c3ccccc32)c1Cl. As a reaction SMILES: [CH3:30][CH2:31][O:32][C:33](=[O:34])[CH3:35].[Cl:1][c:2]1[c:3]([N:10]2[C:11](=[O:20])[C:12](=[O:19])[c:13]3[cH:14][cH:15][cH:16][cH:17][c:18]32)[c:4]([Cl:9])[cH:5][cH:6][c:7]1[CH3:8].[ClH:21].[NH2:22][OH:23].[cH:24]1[cH:25][cH:26][n:27][cH:28][cH:29]1>>[Cl:1][c:2]1[c:3]([N:10]2[C:11](=[O:20])[C:12](=[N:22][OH:23])[c:13]3[cH:14][cH:15][cH:16][cH:17][c:18]32)[c:4]([Cl:9])[cH:5][cH:6][c:7]1[CH3:8]. The reactants are CN(C(C1=CC=CC=C1)=O)CC(CCS(=O)(=O)C)C1=CC=C(C=C1)OC (N-methyl-N-(2-(4-methoxyphenyl)-4-methanesulfonylbutyl)benzamide), FC1=CC=C(CN2C(=NC3=C2C=CC=C3)C3(CCNCC3)O)C=C1 (4-(1-(4-fluorobenzyl)-1H-benzoimidazol-2-yl)-4-hydroxypiperidine). The product is CN(C(C1=CC=CC=C1)=O)CC(CCN1CCC(CC1)(O)C1=NC2=C(N1CC1=CC=C(C=C1)F)C=CC=C2)C2=CC=C(C=C2)OC (N-Methyl-N-(4-(4-(1-(4-fluorobenzyl)-1H-benzoimidazol-2-yl)-4-hydroxypiperidin-1-yl)-2-(4-methoxyphenyl)butyl)benzamide). As a reaction SMILES: [CH3:1][N:2]([CH2:11][CH:12]([C:19]1[CH:24]=[CH:23][C:22]([O:25][CH3:26])=[CH:21][CH:20]=1)[CH2:13][CH2:14]S(C)(=O)=O)[C:3](=[O:10])[C:4]1[CH:9]=[CH:8][CH:7]=[CH:6][CH:5]=1.[F:27][C:28]1[CH:50]=[CH:49][C:31]([CH2:32][N:33]2[C:37]3[CH:38]=[CH:39][CH:40]=[CH:41][C:36]=3[N:35]=[C:34]2[C:42]2([OH:48])[CH2:47][CH2:46][NH:45][CH2:44][CH2:43]2)=[CH:30][CH:29]=1>>[CH3:1][N:2]([CH2:11][CH:12]([C:19]1[CH:24]=[CH:23][C:22]([O:25][CH3:26])=[CH:21][CH:20]=1)[CH2:13][CH2:14][N:45]1[CH2:46][CH2:47][C:42]([C:34]2[N:33]([CH2:32][C:31]3[CH:49]=[CH:50][C:28]([F:27])=[CH:29][CH:30]=3)[C:37]3[CH:38]=[CH:39][CH:40]=[CH:41][C:36]=3[N:35]=2)([OH:48])[CH2:43][CH2:44]1)[C:3](=[O:10])[C:4]1[CH:9]=[CH:8][CH:7]=[CH:6][CH:5]=1. Procedure details: Prepare by the method of Example 1.7 using N-methyl-N-(2-(4-methoxyphenyl)-4-methanesulfonylbutyl)benzamide and 4-(1-(4-fluorobenzyl)-1H-benzoimidazol-2-yl)-4-hydroxypiperidine to give the title compound. Reactants: CC(C)(C)C(=O)Oc1ccc2c(Br)c(Br)sc2c1, CCO, [K+], [OH-]. The product is Oc1ccc2c(Br)c(Br)sc2c1. Reaction SMILES: [Br:1][c:2]1[c:3]([Br:18])[c:4]2[c:5]([s:6]1)[cH:7][c:8]([O:11][C:12](=[O:13])[C:14]([CH3:15])([CH3:16])[CH3:17])[cH:9][cH:10]2.[CH3:21][CH2:22][OH:23].[K+:20].[OH-:19]>>[Br:1][c:2]1[c:3]([Br:18])[c:4]2[c:5]([s:6]1)[cH:7][c:8]([OH:11])[cH:9][cH:10]2. Starting materials: C1CCOC1, COC(=O)c1ncc2cccnc2c1O, COC(=O)CNS(=O)(=O)c1ccccc1, COC(=O)CN(Cc1cccnc1C(=O)OC(C)C)S(=O)(=O)c1ccccc1, Cc1ccc(CO)c(C(=O)OC(C)C)n1, CC(C)OC(=O)N=NC(=O)OC(C)C, c1ccc(P(c2ccccc2)c2ccccc2)cc1. Product: COC(=O)CN(Cc1ccc(C)nc1C(=O)OC(C)C)S(=O)(=O)c1ccccc1. RXN SMILES: [CH2:107]1[O:108][CH2:109][CH2:110][CH2:111]1.[CH3:1][O:2][C:3]([c:4]1[c:5]([OH:6])[c:7]2[c:8]([cH:9][cH:10][cH:11][n:12]2)[cH:13][n:14]1)=[O:15].[CH3:73][O:74][C:75](=[O:76])[CH2:77][NH:78][S:79]([c:80]1[cH:81][cH:82][cH:83][cH:84][cH:85]1)(=[O:86])=[O:87].[CH:16]([CH3:17])([CH3:18])[O:19][C:20](=[O:21])[c:22]1[n:23][cH:24][cH:25][cH:26][c:27]1[CH2:28][N:29]([CH2:30][C:31](=[O:32])[O:33][CH3:34])[S:35](=[O:36])(=[O:37])[c:38]1[cH:39][cH:40][cH:41][cH:42][cH:43]1.[CH:58]([O:59][C:60]([c:61]1[c:62]([CH2:63][OH:64])[cH:65][cH:66][c:67]([CH3:68])[n:69]1)=[O:70])([CH3:71])[CH3:72].[O:44]=[C:45]([O:46][CH:47]([CH3:48])[CH3:49])[N:50]=[N:51][C:52]([O:53][CH:54]([CH3:55])[CH3:56])=[O:57].[c:88]1([P:89]([c:90]2[cH:91][cH:92][cH:93][cH:94][cH:95]2)[c:96]2[cH:97][cH:98][cH:99][cH:100][cH:101]2)[cH:102][cH:103][cH:104][cH:105][cH:106]1>>[CH3:1][c:24]1[n:23][c:22]([C:20]([O:19][CH:16]([CH3:17])[CH3:18])=[O:21])[c:27]([CH2:28][N:29]([CH2:30][C:31](=[O:32])[O:33][CH3:34])[S:35](=[O:36])(=[O:37])[c:38]2[cH:39][cH:40][cH:41][cH:42][cH:43]2)[cH:26][cH:25]1. Starting materials: C(C)OP(=O)(CC=CC=1C=C(C=CC1)NCC(=O)OCC)OCC (ethyl N-[3-[3-(diethoxyphosphinyl)1-propenyl]phenyl]glycinate). Reagents/catalysts: [Pd] (palladium on carbon). Solvent: C(C)O (ethanol). Yields the product C(C)OP(=O)(CCCC=1C=C(C=CC1)NCC(=O)OCC)OCC (Ethyl N-[3-[3-(diethoxyphosphinyl)propyl]phenyl]glycinate). As a reaction SMILES: [CH2:1]([O:3][P:4]([O:22][CH2:23][CH3:24])([CH2:6][CH:7]=[CH:8][C:9]1[CH:10]=[C:11]([NH:15][CH2:16][C:17]([O:19][CH2:20][CH3:21])=[O:18])[CH:12]=[CH:13][CH:14]=1)=[O:5])[CH3:2]>C(O)C.[Pd]>[CH2:23]([O:22][P:4]([O:3][CH2:1][CH3:2])([CH2:6][CH2:7][CH2:8][C:9]1[CH:10]=[C:11]([NH:15][CH2:16][C:17]([O:19][CH2:20][CH3:21])=[O:18])[CH:12]=[CH:13][CH:14]=1)=[O:5])[CH3:24]. Procedure details: A solution of ethyl N-[3-[3-(diethoxyphosphinyl)1-propenyl]phenyl]glycinate (Example 2a) in ethanol (75 ml) is treated with 10% palladium on carbon (0.25 g) and shaken on a Parr apparatus under a hydrogen atmosphere (50 pounds per square inch (psi)). After filtration, the filtrate is evaporated and the residue purified over silica gel (ethyl acetate as eluant) to give 1.24 g of a clear oil. The reactants are CCCC[SnH](CCCC)CCCC (Bu3SnH), C(=S)=S (CS2), FC1(CC(CCC1)[C@H]1N(CC[C@H](C1)C1=CC=CC=C1)C(=O)OCC1=CC=CC=C1)F (benzyl (2S,4R)-2-(3,3-difluorocyclohexyl)-4-phenylpiperidine-1-carboxylate), [H-].[Na+] (NaH), N1C=NC=C1 (imidazole), IC (iodomethane), CC(C)(C#N)N=NC(C)(C)C#N (AIBN). Solvent: C1(=CC=CC=C1)C (toluene), O (water), C1CCOC1 (THF), C1(=CC=CC=C1)C (toluene). Run at time 1 hour. Product: FC1(CC(CCC1)[C@H]1NCC[C@H](C1)C1=CC=CC=C1)F ((2S,4R)-2-(3,3-difluorocyclohexyl)-4-phenylpiperidine). Yield: 39.5%. As a reaction SMILES: [F:1][C:2]1([F:30])[CH2:7][CH2:6][CH2:5][CH:4]([C@@H:8]2[CH2:13][C@H:12]([C:14]3[CH:19]=[CH:18][CH:17]=[CH:16][CH:15]=3)[CH2:11][CH2:10][N:9]2C(OCC2C=CC=CC=2)=O)[CH2:3]1.[H-].[Na+].N1C=CN=C1.C(=S)=S.IC.CC(N=NC(C#N)(C)C)(C#N)C.CCCC[SnH](CCCC)CCCC>C1COCC1.C1(C)C=CC=CC=1.O>[F:30][C:2]1([F:1])[CH2:7][CH2:6][CH2:5][CH:4]([C@@H:8]2[CH2:13][C@H:12]([C:14]3[CH:15]=[CH:16][CH:17]=[CH:18][CH:19]=3)[CH2:11][CH2:10][NH:9]2)[CH2:3]1 |f:1.2|. Procedure: A mixture of 6 (647 mg, 2.9 mmol), NaH (232 mg, 5.8 mmol, 60% in mineral oil), imidazole (26 mg, 0.3 mmol) in THF (30 mL) was stirred for a half an hour at room temperature before CS2 (2 mL, 33.3 mmol) was introduced. After stirring for 1 h, iodomethane (0.3 mL, 4.8 mmol) was added. The resultant reaction mixture was stirred for another hour, poured into water (30 mL), extracted with EtOAc two times. The combined organic layers were washed with water and brine, dried over Na2SO4, filtered, and c...